From a dataset of the Open Reaction Database (ORD), a public repository of structured organic reaction records. describe an organic reaction: reactants, conditions, products, and yield Reactants: FC1=CC=C(OCCCN2C(NC3=C2C=CC=C3)=N)C=C1 (1-[3-(4-fluoro-phenoxy)-propyl]-1,3-dihydro-benzoimidazol-2-ylideneamine), BrC1=CC=C(CBr)C=C1 (4-bromobenzyl bromide). The solvent is CC(CC)=O (2-butanone). Run at temperature 90 celsius, time 10 minute. Product: BrC1=CC=C(CN2C(N(C3=C2C=CC=C3)CCCOC3=CC=C(C=C3)F)=N)C=C1 (1-(4-bromo-benzyl)-3-[3-(4-fluoro-phenoxy)-propyl]-1,3-dihydro-benzoimidazol-2-ylideneamine). Isolated yield 83.6%. As a reaction SMILES: [F:1][C:2]1[CH:21]=[CH:20][C:5]([O:6][CH2:7][CH2:8][CH2:9][N:10]2[C:14]3[CH:15]=[CH:16][CH:17]=[CH:18][C:13]=3[NH:12][C:11]2=[NH:19])=[CH:4][CH:3]=1.[Br:22][C:23]1[CH:30]=[CH:29][C:26]([CH2:27]Br)=[CH:25][CH:24]=1>CC(=O)CC>[Br:22][C:23]1[CH:30]=[CH:29][C:26]([CH2:27][N:12]2[C:13]3[CH:18]=[CH:17][CH:16]=[CH:15][C:14]=3[N:10]([CH2:9][CH2:8][CH2:7][O:6][C:5]3[CH:4]=[CH:3][C:2]([F:1])=[CH:21][CH:20]=3)[C:11]2=[NH:19])=[CH:25][CH:24]=1. Reported procedure: To a solution of 1-[3-(4-fluoro-phenoxy)-propyl]-1,3-dihydro-benzoimidazol-2-ylideneamine (0.40 g, 1.40 mmol) in 2-butanone (30 ml) was added 4-bromobenzyl bromide (0.52 g, 2.1 mmol). The reaction was heated to 90° C. for 16 h. After this time, the resulting suspension was cooled to rt and filtered. The collected solid was washed with additional 2-butanone and then the solid was partitioned between dichloromethane and a saturated solution of NaHCO3. The biphasic mixture was stirred at rt for 10 ... The reactants are CS(=O)(=O)OCc1cc2c(cc1OCc1ccccc1)CCO2, CCOCC, CC(C)=O, [I-], [Na+]. Yields the product ICc1cc2c(cc1OCc1ccccc1)CCO2. As a reaction SMILES: [CH2:1]([c:2]1[cH:3][cH:4][cH:5][cH:6][cH:7]1)[O:8][c:9]1[c:10]([CH2:18][O:19][S:20]([CH3:21])(=[O:22])=[O:23])[cH:11][c:12]2[c:13]([cH:17]1)[CH2:14][CH2:15][O:16]2.[CH2:30]([O:31][CH2:32][CH3:33])[CH3:34].[CH3:26][C:27](=[O:28])[CH3:29].[I-:25].[Na+:24]>>[CH2:1]([c:2]1[cH:3][cH:4][cH:5][cH:6][cH:7]1)[O:8][c:9]1[c:10]([CH2:18][I:25])[cH:11][c:12]2[c:13]([cH:17]1)[CH2:14][CH2:15][O:16]2. Starting materials: IC=1C=C(C=CC1)C1=NC2=C(NC(C1)=O)C=C(C=C2)N2C=CC=C2 (4-(3-iodo-phenyl)-8-pyrrol-1-yl-1,3-dihydro-benzo[b][1,4]diazepin-2-one), C1=CC=C(C=C1)P(C2=CC=CC=C2)C3=CC=CC=C3 (PPh3), CN(C)C=O (DMF). The reagents and catalysts are CC(=O)[O-].CC(=O)[O-].[Pd+2] (Pd(OAc)2). Solvent: CCOC(=O)C (EtOAc). Reaction conditions: temperature 60 celsius, time 4 hour. Yields the product O=C1NC2=C(N=C(C1)C=1C=C(C(=O)N)C=CC1)C=CC(=C2)N2C=CC=C2 (3-(4-oxo-7-Pyrrol-1-yl-4,5-dihydro-3H-benzo[b][1,4]diazepin-2-yl)-benzamide). As a reaction SMILES: I[C:2]1[CH:3]=[C:4]([C:8]2[CH2:14][C:13](=[O:15])[NH:12][C:11]3[CH:16]=[C:17]([N:20]4[CH:24]=[CH:23][CH:22]=[CH:21]4)[CH:18]=[CH:19][C:10]=3[N:9]=2)[CH:5]=[CH:6][CH:7]=1.C1C=CC(P(C2C=CC=CC=2)C2C=CC=CC=2)=CC=1.C[N:45]([CH:47]=[O:48])C>CCOC(C)=O.CC([O-])=O.CC([O-])=O.[Pd+2]>[O:15]=[C:13]1[CH2:14][C:8]([C:4]2[CH:3]=[C:2]([CH:7]=[CH:6][CH:5]=2)[C:47]([NH2:45])=[O:48])=[N:9][C:10]2[CH:19]=[CH:18][C:17]([N:20]3[CH:24]=[CH:23][CH:22]=[CH:21]3)=[CH:16][C:11]=2[NH:12]1 |f:4.5.6|. Procedure details: A mixture of 4-(3-iodo-phenyl)-8-pyrrol-1-yl-1,3-dihydro-benzo[b][1,4]diazepin-2-one (Example 7) (214 mg, 0.5 mmol), Pd(OAc)2 (4 mg, 3 mol %), PPh3 (8mg, 8 mol %) and HDMS (0.52 mL, 2.5 mmol) in DMF (2 mL) was stirred under CO atmosphere at 60° C. for 4 h. The mixture was taken up in EtOAc, washed with 1 N HCl, sat. NaHCO3-sol. and brine, dried over MgSO4. Removal of the solvent in vacuum left a dark brown solid, which was purified by silica gel column chromatography with EtOAc/MeOH 95:5. Obtain... Reactants: CC(C)(C)c1cc(SC2CCNCC2)cc(C(C)(C)C)c1O, CCOC(=O)c1[nH]c(C)c(S(=O)(=O)N2CCC(Sc3cc(C(C)(C)C)c(O)c(C(C)(C)C)c3)CC2)c1C, CCOC(=O)c1csc(S(=O)(=O)Cl)n1. Product: CCOC(=O)c1csc(S(=O)(=O)N2CCC(Sc3cc(C(C)(C)C)c(O)c(C(C)(C)C)c3)CC2)n1. As a reaction SMILES: [C:1]([CH3:2])([CH3:3])([CH3:4])[c:5]1[c:6]([OH:22])[c:7]([C:18]([CH3:19])([CH3:20])[CH3:21])[cH:8][c:9]([S:11][CH:12]2[CH2:13][CH2:14][NH:15][CH2:16][CH2:17]2)[cH:10]1.[CH2:37]([O:38][C:39]([c:40]1[nH:41][c:42]([CH3:43])[c:44]([S:45]([N:46]2[CH2:47][CH2:48][CH:49]([S:50][c:51]3[cH:52][c:53]([C:54]([CH3:55])([CH3:56])[CH3:57])[c:58]([OH:59])[c:60]([C:61]([CH3:62])([CH3:63])[CH3:64])[cH:65]3)[CH2:66][CH2:67]2)(=[O:68])=[O:69])[c:70]1[CH3:71])=[O:72])[CH3:73].[Cl:23][S:24](=[O:25])(=[O:26])[c:27]1[s:28][cH:29][c:30]([C:32](=[O:33])[O:34][CH2:35][CH3:36])[n:31]1>>[C:1]([CH3:2])([CH3:3])([CH3:4])[c:5]1[c:6]([OH:22])[c:7]([C:18]([CH3:19])([CH3:20])[CH3:21])[cH:8][c:9]([S:11][CH:12]2[CH2:13][CH2:14][N:15]([S:24](=[O:25])(=[O:26])[c:27]3[s:28][cH:29][c:30]([C:32](=[O:33])[O:34][CH2:35][CH3:36])[n:31]3)[CH2:16][CH2:17]2)[cH:10]1. The reactants are NC1=C(C(=C(C(=N1)SCC=1C=C(C(=O)O)C=CC1)C#N)C1=CC=C(C=C1)OCCO)C#N (3-[({6-Amino-3,5-dicyano-4-[4-(2-hydroxyethoxy)phenyl]pyridin-2-yl}sulfanyl)methyl]benzoic acid), N(=O)OCCC(C)C (isopentyl nitrite), Cl (hydrochloric acid). The reagents and catalysts are [Cu](Cl)Cl (copper(II) chloride). The solvent is C(C)#N (acetonitrile). Reaction conditions: temperature 60 celsius, time 4 hour. Yields the product ClC1=C(C(=C(C(=N1)SCC=1C=C(C(=O)O)C=CC1)C#N)C1=CC=C(C=C1)OCCO)C#N (3-[({6-Chloro-3,5-dicyano-4-[4-(2-hydroxyethoxy)phenyl]pyridin-2-yl}sulfanyl)methyl]-benzoic acid). Reaction SMILES: N(OCCC(C)C)=O.N[C:10]1[N:15]=[C:14]([S:16][CH2:17][C:18]2[CH:19]=[C:20]([CH:24]=[CH:25][CH:26]=2)[C:21]([OH:23])=[O:22])[C:13]([C:27]#[N:28])=[C:12]([C:29]2[CH:34]=[CH:33][C:32]([O:35][CH2:36][CH2:37][OH:38])=[CH:31][CH:30]=2)[C:11]=1[C:39]#[N:40].[ClH:41]>C(#N)C.[Cu](Cl)Cl>[Cl:41][C:10]1[N:15]=[C:14]([S:16][CH2:17][C:18]2[CH:19]=[C:20]([CH:24]=[CH:25][CH:26]=2)[C:21]([OH:23])=[O:22])[C:13]([C:27]#[N:28])=[C:12]([C:29]2[CH:30]=[CH:31][C:32]([O:35][CH2:36][CH2:37][OH:38])=[CH:33][CH:34]=2)[C:11]=1[C:39]#[N:40]. Procedure: 262 mg (2.24 mmol) of isopentyl nitrite and 301 mg (2.24 mmol) of copper(II) chloride were initially charged in 10.4 ml of acetonitrile. 500 mg (1.12 mmol) of the compound from Example 5A were added, and the mixture was then stirred at 60° C. for 4 h. After cooling to RT, 2.2 ml of 1N hydrochloric acid were added. The aqueous phase was extracted three times with in each case 30 ml of ethyl acetate. The combined organic phases were washed once with saturated aqueous sodium bicarbonate solution, t...